The task is: describe an organic reaction: reactants, conditions, products, and yield. This data is from the Open Reaction Database (ORD), a public repository of structured organic reaction records. Yield: 86.3%. Conditions: temperature 60 celsius, time 20 hour. Reaction SMILES: C(=O)([O-])[O-].[K+].[K+].[I-].[Na+].[OH:9][C:10]1[CH:22]=[CH:21][C:13](/[CH:14]=[CH:15]/[C:16]([O:18][CH2:19][CH3:20])=[O:17])=[CH:12][CH:11]=1.[CH2:23](Br)[CH:24]([CH3:26])[CH3:25]>CS(C)=O.O>[CH2:23]([O:9][C:10]1[CH:11]=[CH:12][C:13](/[CH:14]=[CH:15]/[C:16]([O:18][CH2:19][CH3:20])=[O:17])=[CH:21][CH:22]=1)[CH:24]([CH3:26])[CH3:25] |f:0.1.2,3.4|. Run in CS(=O)C (dimethyl sulfoxide), O (water). Starting materials: C([O-])([O-])=O.[K+].[K+] (potassium carbonate), [I-].[Na+] (sodium iodide), OC1=CC=C(/C=C/C(=O)OCC)C=C1 (ethyl (E)-p-hydroxycinnamate), C(C(C)C)Br (isobutylbromide). Procedure details: 13.8 g of potassium carbonate and 7.50 g of sodium iodide were added to a solution of 9.61 g of ethyl (E)-p-hydroxycinnamate and 8.22 g of isobutylbromide in 100 ml of dimethyl sulfoxide. The reaction mixture was then stirred for 20 hours at 60° C., after which it was cooled to the room temperature. The reaction mixture was then poured into 1 liter of water and extracted twice with ethyl acetate. The combined extracts were washed with water and dried over anhydrous sodium sulfate: the solvent wa... Yields the product C(C(C)C)OC1=CC=C(/C=C/C(=O)OCC)C=C1 (Ethyl (E)-p-isobutoxycinnamate). Reactants: polyol, C1C(C)O1 (propylene oxide), OCC(CO)(CO)CO (pentaerythritol), ClC1=C(C(=C(C(=C1O)Cl)Cl)Cl)Cl (pentachlorophenol), [Al] (aluminum), BrC=1C(=C(C(=C2C1C(=O)OC2=O)Br)Br)Br (tetrabromophthalic anhydride), C(C)OP(OCC)OCC (triethylphosphite), C1C(C)O1 (propylene oxide). Reagents/catalysts: [Fe] (iron). The solvent is C(C)N(CC)CC (triethylamine). Run at temperature 120 celsius, time 35 hour. The product is OCC(CO)(CO)CO.ClC1=C(C(=C(C(=C1O)Cl)Cl)Cl)Cl.C(C)OP(OCC)OCC.BrC=1C(=C(C(=C2C1C(=O)OC2=O)Br)Br)Br.C1C(C)O1 (Pentaerythritol Triethylphosphite Pentachlorophenol Tetrabromophthalic Anhydride Propylene Oxide). Reaction SMILES: [OH:1][CH2:2][C:3]([CH2:8][OH:9])([CH2:6][OH:7])[CH2:4][OH:5].[Cl:10][C:11]1[C:16]([OH:17])=[C:15]([Cl:18])[C:14]([Cl:19])=[C:13]([Cl:20])[C:12]=1[Cl:21].[Al].[Br:23][C:24]1[C:25]([Br:37])=[C:26]([Br:36])[C:27]([Br:35])=[C:28]2[C:33](=[O:34])[O:32][C:30](=[O:31])[C:29]=12.[CH2:38]([O:40][P:41]([O:45][CH2:46][CH3:47])[O:42][CH2:43][CH3:44])[CH3:39].[CH2:48]1[O:51][CH:49]1[CH3:50]>[Fe].C(N(CC)CC)C>[OH:1][CH2:2][C:3]([CH2:8][OH:9])([CH2:6][OH:7])[CH2:4][OH:5].[Cl:10][C:11]1[C:16]([OH:17])=[C:15]([Cl:18])[C:14]([Cl:19])=[C:13]([Cl:20])[C:12]=1[Cl:21].[CH2:38]([O:40][P:41]([O:45][CH2:46][CH3:47])[O:42][CH2:43][CH3:44])[CH3:39].[Br:23][C:24]1[C:25]([Br:37])=[C:26]([Br:36])[C:27]([Br:35])=[C:28]2[C:33](=[O:34])[O:32][C:30](=[O:31])[C:29]=12.[CH2:48]1[O:51][CH:49]1[CH3:50] |f:8.9.10.11.12|. Procedure details: A 5-liter flask, standardly equipped, was charged with 411 grams of pentaerythritol, 699 grams of pentachlorophenol containing about 750 ppm of aluminum and iron compounds, 699 grams of tetrabromophthalic anhydride, and 290 grams of triethylphosphite. After heating to 120° C., 1100 ml. of propylene oxide was added over a 4-day period at a temperature of 100°-144° C. The acid number at this stage was approximately 6. Then 2.8 grams of triethylamine was added, followed by the addition of propylene... Starting materials: O=C1NC(=O)c2ccccc21, CN(C)C=O, CC(C)c1noc(CCl)n1, [K], O. Product: CC(C)c1noc(CN2C(=O)c3ccccc3C2=O)n1. As a reaction SMILES: [C:1]1(=[O:11])[c:2]2[c:3]([cH:7][cH:8][cH:9][cH:10]2)[C:4](=[O:6])[NH:5]1.[CH3:24][N:25]([CH3:26])[CH:27]=[O:28].[Cl:13][CH2:14][c:15]1[n:16][c:17]([CH:20]([CH3:21])[CH3:22])[n:18][o:19]1.[K:12].[OH2:23]>>[C:1]1(=[O:11])[c:2]2[c:3]([cH:7][cH:8][cH:9][cH:10]2)[C:4](=[O:6])[N:5]1[CH2:14][c:15]1[n:16][c:17]([CH:20]([CH3:21])[CH3:22])[n:18][o:19]1. The reactants are O=C([O-])O, ClCCl, [Na+], [Na+], [Na+], O=S([O-])([O-])=S, CCCC(NC(=O)C(CS(=O)(=O)Cc1ccccc1)CS(=O)(=O)Cc1ccccc1)C(O)c1nc2ccccc2o1. The product is CCCC(NC(=O)C(CS(=O)(=O)Cc1ccccc1)CS(=O)(=O)Cc1ccccc1)C(=O)c1nc2ccccc2o1. Reaction SMILES: [C:49](=[O:50])([OH:51])[O-:52].[CH2:54]([Cl:55])[Cl:56].[Na+:47].[Na+:48].[Na+:53].[S:42]([O-:43])([O-:44])(=[O:45])=[S:46].[o:1]1[c:2]([CH:10]([OH:11])[CH:12]([CH2:13][CH2:14][CH3:15])[NH:16][C:17]([CH:18]([CH2:19][S:20](=[O:21])(=[O:22])[CH2:23][c:24]2[cH:25][cH:26][cH:27][cH:28][cH:29]2)[CH2:30][S:31](=[O:32])(=[O:33])[CH2:34][c:35]2[cH:36][cH:37][cH:38][cH:39][cH:40]2)=[O:41])[n:3][c:4]2[c:5]1[cH:6][cH:7][cH:8][cH:9]2>>[o:1]1[c:2]([C:10](=[O:11])[CH:12]([CH2:13][CH2:14][CH3:15])[NH:16][C:17]([CH:18]([CH2:19][S:20](=[O:21])(=[O:22])[CH2:23][c:24]2[cH:25][cH:26][cH:27][cH:28][cH:29]2)[CH2:30][S:31](=[O:32])(=[O:33])[CH2:34][c:35]2[cH:36][cH:37][cH:38][cH:39][cH:40]2)=[O:41])[n:3][c:4]2[c:5]1[cH:6][cH:7][cH:8][cH:9]2. As a reaction SMILES: [Br:1][c:2]1[cH:3][n:4]([CH2:20][CH2:21][O:22][CH3:23])[c:5](=[N:7][C:8](=[O:9])[C:10]23[CH2:11][CH:12]4[CH2:13][CH:14]([CH2:15][CH:16]([CH2:17]2)[CH2:18]4)[CH2:19]3)[s:6]1.[C:36](=[O:37])([O-:38])[O-:39].[CH3:42][O:43][CH2:44][CH2:45][O:46][CH3:47].[CH3:49][CH2:50][OH:51].[Na+:40].[Na+:41].[OH2:48].[Pd:52]([Cl:53])[Cl:54].[c:55]1([P:56]([c:57]2[cH:58][cH:59][cH:60][cH:61][cH:62]2)[c:63]2[cH:64][cH:65][cH:66][cH:67][cH:68]2)[cH:69][cH:70][cH:71][cH:72][cH:73]1.[c:74]1([P:75]([c:76]2[cH:77][cH:78][cH:79][cH:80][cH:81]2)[c:82]2[cH:83][cH:84][cH:85][cH:86][cH:87]2)[cH:88][cH:89][cH:90][cH:91][cH:92]1.[s:24]1[c:25]2[c:26]([cH:27][c:28]1[B:29]([OH:30])[OH:31])[cH:32][cH:33][cH:34][cH:35]2>>[c:2]1(-[c:28]2[s:24][c:25]3[c:26]([cH:27]2)[cH:32][cH:33][cH:34][cH:35]3)[cH:3][n:4]([CH2:20][CH2:21][O:22][CH3:23])[c:5](=[N:7][C:8](=[O:9])[C:10]23[CH2:11][CH:12]4[CH2:13][CH:14]([CH2:15][CH:16]([CH2:17]2)[CH2:18]4)[CH2:19]3)[s:6]1. Product: COCCn1cc(-c2cc3ccccc3s2)sc1=NC(=O)C12CC3CC(CC(C3)C1)C2. Starting materials: COCCn1cc(Br)sc1=NC(=O)C12CC3CC(CC(C3)C1)C2, O=C([O-])[O-], COCCOC, CCO, [Na+], [Na+], O, Cl[Pd]Cl, c1ccc(P(c2ccccc2)c2ccccc2)cc1, c1ccc(P(c2ccccc2)c2ccccc2)cc1, OB(O)c1cc2ccccc2s1.